Task: describe an organic reaction: reactants, conditions, products, and yield. Dataset: the Open Reaction Database (ORD), a public repository of structured organic reaction records The reactants are C(C)(=O)O[C@H]1[C@H]([C@@H](O[C@@H]1COC(C)=O)N1C=NC(=C1N1C(C=2C(C1=O)=CC=CC2)=O)C(=O)OC(C)(C)C)Cl (tert-butyl 1-(3,5-di-O-acetyl-2-chloro-2-deoxy-β-D-ribofuranosyl)-5-phthalimidoimidazole-4-carboxylate), C(C)(=O)O[C@H]1[C@H]([C@@H](O[C@@H]1COC(C)=O)N1C=NC(=C1N1C(C=2C(C1=O)=CC=CC2)=O)C(=O)OC(C)(C)C)Cl (tert-butyl 1-(3,5-di-O-acetyl-2-chloro-2-deoxy-β-D-ribofuranosyl)-5-phthalimidoimidazole-4-carboxylate). Solvent: FC(C(=O)O)(F)F.ClCCl (trifluoroacetic acid dichloromethane). Run at time 8 hour. Product: C(C)(=O)O[C@H]1[C@H]([C@@H](O[C@@H]1COC(C)=O)N1C=NC(=C1N1C(C=2C(C1=O)=CC=CC2)=O)C(=O)O)Cl (1-(3,5-di-O-acetyl-2-chloro-2-deoxy-β-D-ribofuranosyl)-5-phthalimidoimidazole-4-carboxylic acid). The yield is 97.0%. As a reaction SMILES: [C:1]([O:4][C@@H:5]1[C@@H:9]([CH2:10][O:11][C:12](=[O:14])[CH3:13])[O:8][C@@H:7]([N:15]2[C:19]([N:20]3[C:24](=[O:25])[C:23]4=[CH:26][CH:27]=[CH:28][CH:29]=[C:22]4[C:21]3=[O:30])=[C:18]([C:31]([O:33]C(C)(C)C)=[O:32])[N:17]=[CH:16]2)[C@@H:6]1[Cl:38])(=[O:3])[CH3:2]>FC(F)(F)C(O)=O.ClCCl>[C:1]([O:4][C@@H:5]1[C@@H:9]([CH2:10][O:11][C:12](=[O:14])[CH3:13])[O:8][C@@H:7]([N:15]2[C:19]([N:20]3[C:21](=[O:30])[C:22]4=[CH:29][CH:28]=[CH:27][CH:26]=[C:23]4[C:24]3=[O:25])=[C:18]([C:31]([OH:33])=[O:32])[N:17]=[CH:16]2)[C@@H:6]1[Cl:38])(=[O:3])[CH3:2] |f:1.2|. Procedure: Compound (34) obtained in step (2) above (1.50 g) was dissolved in a mixture of trifluoroacetic acid-dichloromethane (1:4) (25 ml), and the solution so obtained was allowed to stand at room temperature overnight so that there occurred de-esterification of compound (34). The resulting reaction solution was concentrated to leave a solid. This solid was then washed with diethyl ether to yield the titled compound (35) (1.31 g) which was insoluble in diethyl ether (1.31 g). Yield: 97%. Reactants: CC(=O)Nc1nc2ccc(Br)cc2s1, CC(=O)Nc1nc2cccc(Br)c2s1, CO, Cl, [Na+], [OH-], O. The product is Nc1nc2cccc(Br)c2s1. Reaction SMILES: [Br:15][c:16]1[cH:17][cH:18][c:19]2[n:20][c:21]([NH:22][C:23](=[O:24])[CH3:25])[s:26][c:27]2[cH:28]1.[Br:1][c:2]1[cH:3][cH:4][cH:5][c:6]2[n:7][c:8]([NH:11][C:12](=[O:13])[CH3:14])[s:9][c:10]12.[CH3:32][OH:33].[ClH:31].[Na+:30].[OH-:29].[OH2:34]>>[Br:1][c:2]1[cH:3][cH:4][cH:5][c:6]2[n:7][c:8]([NH2:11])[s:9][c:10]12. Reactants: C(C1=CC=CC=C1)OC1=C(C=C(C=C1)[C@H](CN[C@@H](CC=1C=C(C(=O)OC)C=CC1)C)O[Si](C)(C)C(C)(C)C)CO (methyl 3-{(2R)-2-[((2R)-2-[4-(benzyloxy)-3-(hydroxymethyl)phenyl]-2-{[tert-butyl(dimethyl)silyl]oxy}ethyl)amino]propyl}benzoate), [F-].[NH4+] (ammonium fluoride). The solvent is CO (methanol), O (water). The product is N (ammonia), C(C1=CC=CC=C1)OC1=C(C=C(C=C1)[C@H](CN[C@@H](CC=1C=C(C(=O)OC)C=CC1)C)O)CO (methyl 3-[(2R)-2-({(2R)-2-[4-(benzyloxy)-3-(hydroxymethyl)phenyl]-2-hydroxyethyl}amino)propyl]benzoate). The yield is 171.3%. As a reaction SMILES: [CH2:1]([O:8][C:9]1[CH:14]=[CH:13][C:12]([C@@H:15]([O:31][Si](C(C)(C)C)(C)C)[CH2:16][NH:17][C@H:18]([CH3:30])[CH2:19][C:20]2[CH:21]=[C:22]([CH:27]=[CH:28][CH:29]=2)[C:23]([O:25][CH3:26])=[O:24])=[CH:11][C:10]=1[CH2:39][OH:40])[C:2]1[CH:7]=[CH:6][CH:5]=[CH:4][CH:3]=1.[F-].[NH4+]>CO.O>[NH3:17].[CH2:1]([O:8][C:9]1[CH:14]=[CH:13][C:12]([C@@H:15]([OH:31])[CH2:16][NH:17][C@H:18]([CH3:30])[CH2:19][C:20]2[CH:21]=[C:22]([CH:27]=[CH:28][CH:29]=2)[C:23]([O:25][CH3:26])=[O:24])=[CH:11][C:10]=1[CH2:39][OH:40])[C:2]1[CH:7]=[CH:6][CH:5]=[CH:4][CH:3]=1 |f:1.2|. Procedure details: A solution of methyl 3-{(2R)-2-[((2R)-2-[4-(benzyloxy)-3-(hydroxymethyl)phenyl]-2-{[tert-butyl(dimethyl)silyl]oxy}ethyl)amino]propyl}benzoate (Preparation 62) (10 g, 17.74 mmol) and ammonium fluoride (6.57 g, 177 mmol) in methanol (180 ml) and water (60 ml) was heated at 40° C. for 18 hrs. The methanol was removed in vacuo and the remaining aqueous layer extracted with dichloromethane (2×100 ml). The combined organic layers were dried (sodium sulfate), filtered and evaporated in vacuo. The resul... Starting materials: CSc1nccn1-c1cccc(C(=O)CC(=O)Nc2cc(-c3ccc(F)cc3)ccc2NC(=O)OC(C)(C)C)c1, ClCCl, O=C(O)C(F)(F)F. RXN SMILES: [C:1]([O:2][C:3](=[O:4])[NH:7][c:8]1[c:9]([NH:21][C:22]([CH2:23][C:24](=[O:5])[c:26]2[cH:27][c:28](-[n:32]3[c:33]([S:37][CH3:38])[n:34][cH:35][cH:36]3)[cH:29][cH:30][cH:31]2)=[O:39])[cH:10][c:11](-[c:14]2[cH:15][cH:16][c:17]([F:20])[cH:18][cH:19]2)[cH:12][cH:13]1)([CH3:6])([CH3:25])[CH3:40].[Cl:48][CH2:49][Cl:50].[F:41][C:42]([F:43])([F:44])[C:45]([OH:46])=[O:47]>>[N:7]1=[C:24]([c:26]2[cH:27][c:28](-[n:32]3[c:33]([S:37][CH3:38])[n:34][cH:35][cH:36]3)[cH:29][cH:30][cH:31]2)[CH2:23][C:22](=[O:39])[NH:21][c:9]2[c:8]1[cH:13][cH:12][c:11](-[c:14]1[cH:15][cH:16][c:17]([F:20])[cH:18][cH:19]1)[cH:10]2. Yields the product CSc1nccn1-c1cccc(C2=Nc3ccc(-c4ccc(F)cc4)cc3NC(=O)C2)c1. Procedure details: The title compound was prepared from 1-(4-amino-benzyl)-3-thiophene-2-yl-1H-indole-2-carboxylic acid ethyl ester and benzenesulfonyl chloride followed the procedure of Example 3 Step 2 as a light brown solid: 1H NMR (DMSO-d6) δ 5.67 (s, 2H), 6.95-7.05 (m, 4H), 7.14-7.23 (m, 3H), 7.30-7.35 (m, 1H), 7.49-7.75 (m, 8H), 10.26 (br s, 1H), 13.24 (br s, 1H); MS (ESI) m/z 489 (MH+); HRMS calcd for C26H21N2O4S2: 489.0940; found (ESI+): 489.0935. RXN SMILES: C([O:3][C:4]([C:6]1[N:7]([CH2:20][C:21]2[CH:26]=[CH:25][C:24]([NH2:27])=[CH:23][CH:22]=2)[C:8]2[C:13]([C:14]=1[C:15]1[S:16][CH:17]=[CH:18][CH:19]=1)=[CH:12][CH:11]=[CH:10][CH:9]=2)=[O:5])C.[C:28]1([S:34](Cl)(=[O:36])=[O:35])[CH:33]=[CH:32][CH:31]=[CH:30][CH:29]=1>>[C:28]1([S:34]([NH:27][C:24]2[CH:25]=[CH:26][C:21]([CH2:20][N:7]3[C:8]4[C:13](=[CH:12][CH:11]=[CH:10][CH:9]=4)[C:14]([C:15]4[S:16][CH:17]=[CH:18][CH:19]=4)=[C:6]3[C:4]([OH:3])=[O:5])=[CH:22][CH:23]=2)(=[O:36])=[O:35])[CH:33]=[CH:32][CH:31]=[CH:30][CH:29]=1. Starting materials: C(C)OC(=O)C=1N(C2=CC=CC=C2C1C=1SC=CC1)CC1=CC=C(C=C1)N (1-(4-amino-benzyl)-3-thiophene-2-yl-1H-indole-2-carboxylic acid ethyl ester), C1(=CC=CC=C1)S(=O)(=O)Cl (benzenesulfonyl chloride). The product is C1(=CC=CC=C1)S(=O)(=O)NC1=CC=C(CN2C(=C(C3=CC=CC=C23)C=2SC=CC2)C(=O)O)C=C1 (1-{4-[(phenylsulfonyl)amino]benzyl}-3-thien-2-yl-1H-indole-2-carboxylic acid).